This data is from the Open Reaction Database (ORD), a public repository of structured organic reaction records. The task is: describe an organic reaction: reactants, conditions, products, and yield The reactants are O1CCCOC2=C1C=CC(=C2)C=CC(C(C)C)=O (1-(3,4-dihydro-2H-1,5-benzodioxepine-7-yl)-4-methyl-1-penten-3-one), C(C)(=O)[O-].[Na+] (sodium acetate), NO (hydroxylamine). Run in CO (methanol). Conditions: time 8 hour. The product is O1CCCOC2=C1C=CC(=C2)C=CC(C(C)C)=NO (1-(3,4-dihydro-2H-1,5-benzodioxepine-7-yl)-4-methyl-1-penten-3-one oxime). Reaction SMILES: [O:1]1[C:7]2[CH:8]=[CH:9][C:10]([CH:12]=[CH:13][C:14](=O)[CH:15]([CH3:17])[CH3:16])=[CH:11][C:6]=2[O:5][CH2:4][CH2:3][CH2:2]1.C([O-])(=O)C.[Na+].[NH2:24][OH:25]>CO>[O:1]1[C:7]2[CH:8]=[CH:9][C:10]([CH:12]=[CH:13][C:14](=[N:24][OH:25])[CH:15]([CH3:17])[CH3:16])=[CH:11][C:6]=2[O:5][CH2:4][CH2:3][CH2:2]1 |f:1.2|. Procedure: 145 mg 1-(3,4-dihydro-2H-1,5-benzodioxepine-7-yl)-4-methyl-1-penten-3-one was dissolved in methanol (20 ml), along with hydroxylamine hydrocholoride (244 mg) and sodium acetate (480 mg) and stirred in room temperature overnight. The reaction mixture was evaporated and the residue was dissolved in ethyl acetate (30 ml). After washing with 30 mL water and 30 mL Brine and drying with anhydrous sodium sulfate, the organic layer was concentrated under reduced pressure to yield crude product (M+1=262.... Reactants: FC(OC=1C=C(C=CC1)N1N=C(C(C=C1)=O)C(\C=C\N(C)C)=O)F (1-(3-Difluoromethoxy-phenyl)-3-((E)-3-dimethylamino-acryloyl)-1H-pyridazin-4-one), CS(=O)(=O)C=1C=C(C=CC1)NN ((3-methane sulfonyl-phenyl)-hydrazine). Product: FC(OC=1C=C(C=CC1)N1N=C(C(C=C1)=O)C=1N(N=CC1)C1=CC(=CC=C1)S(=O)(=O)C)F (1-(3-Difluoromethoxy-phenyl)-3-[2-(3-methanesulfonyl-phenyl)-2H-pyrazol-3-yl]-1H-pyridazin-4-one). Reaction SMILES: [F:1][CH:2]([F:24])[O:3][C:4]1[CH:5]=[C:6]([N:10]2[CH:15]=[CH:14][C:13](=[O:16])[C:12]([C:17](=O)/[CH:18]=[CH:19]/[N:20](C)C)=[N:11]2)[CH:7]=[CH:8][CH:9]=1.[CH3:25][S:26]([C:29]1[CH:30]=[C:31]([NH:35]N)[CH:32]=[CH:33][CH:34]=1)(=[O:28])=[O:27]>>[F:1][CH:2]([F:24])[O:3][C:4]1[CH:5]=[C:6]([N:10]2[CH:15]=[CH:14][C:13](=[O:16])[C:12]([C:17]3[N:35]([C:31]4[CH:32]=[CH:33][CH:34]=[C:29]([S:26]([CH3:25])(=[O:28])=[O:27])[CH:30]=4)[N:20]=[CH:19][CH:18]=3)=[N:11]2)[CH:7]=[CH:8][CH:9]=1. Procedure: The product was obtained starting from 1-(3-Difluoromethoxy-phenyl)-3-((E)-3-dimethylamino-acryloyl)-1H-pyridazin-4-one (A-10) and (3-methane sulfonyl-phenyl)-hydrazine according to the method described for example 91. MS: M=459.3 (M+H)+ Starting materials: CC(C)C(=O)CC(=O)Nc1ccccc1, CCCCCC, CC(=O)O, O=Cc1ccccc1, NCCC(=O)O, O. The product is CC(C)C(=O)C(=Cc1ccccc1)C(=O)Nc1ccccc1. RXN SMILES: [CH3:1][CH:2]([C:3]([CH2:4][C:5](=[O:6])[NH:7][c:8]1[cH:9][cH:10][cH:11][cH:12][cH:13]1)=[O:14])[CH3:15].[CH3:30][CH2:31][CH2:32][CH2:33][CH2:34][CH3:35].[CH3:36][C:37](=[O:38])[OH:39].[CH:22](=[O:23])[c:24]1[cH:25][cH:26][cH:27][cH:28][cH:29]1.[NH2:16][CH2:17][CH2:18][C:19]([OH:20])=[O:21].[OH2:40]>>[CH3:1][CH:2]([C:3]([C:4]([C:5](=[O:6])[NH:7][c:8]1[cH:9][cH:10][cH:11][cH:12][cH:13]1)=[CH:22][c:24]1[cH:25][cH:26][cH:27][cH:28][cH:29]1)=[O:14])[CH3:15]. Starting materials: Cn1cncc1C=O, CC1=CN=C(C=C1)N, [C-]#[N+]C1CCCCC1. Reagents/catalysts: O=C(O)C(F)(F)F (trifluoroacetic acid). Solvent: CC(C)O (isopropyl alcohol), CC(C)O (isopropylalcohol). Run at temperature 22 celsius, time 20 hour. Product: Cc1ccc2nc(c3cncn3C)c(NC3CCCCC3)n2c1. Yield: 1.8%. Reaction SMILES: CC1=CC=C(N)N=C1.[C-]#[N+]C1CCCCC1.CN1C=NC=C1C=O>>CN1C=NC=C1C1=C(NC2CCCCC2)N2C=C(C)C=CC2=N1. Starting materials: C(C)(C)(C)OC(NC1=C(C=C(C(=C1)OCC)C(F)(F)F)NC(CC(C1=CC(=CC=C1)C1=NC=CC=C1)=O)=O)=O ({5-ethoxy-2-[3-oxo-3-(3-pyridin-2-yl-phenyl)-propionylamino]-4-trifluoromethyl-phenyl}-carbamic acid tert-butyl ester), C(=O)(C(F)(F)F)O (TFA). Run in C(Cl)Cl (CH2Cl2). Product: C(C)OC1=CC2=C(NC(CC(=N2)C2=CC(=CC=C2)C2=NC=CC=C2)=O)C=C1C(F)(F)F (7-Ethoxy-4-(3-pyridin-2-yl-phenyl)-8-trifluoromethyl-1,3-dihydro-benzo[b][1,4]diazepin-2-one), solid. Reaction SMILES: C(OC(=O)[NH:7][C:8]1[CH:13]=[C:12]([O:14][CH2:15][CH3:16])[C:11]([C:17]([F:20])([F:19])[F:18])=[CH:10][C:9]=1[NH:21][C:22](=[O:38])[CH2:23][C:24](=O)[C:25]1[CH:30]=[CH:29][CH:28]=[C:27]([C:31]2[CH:36]=[CH:35][CH:34]=[CH:33][N:32]=2)[CH:26]=1)(C)(C)C.C(O)(C(F)(F)F)=O>C(Cl)Cl>[CH2:15]([O:14][C:12]1[C:11]([C:17]([F:20])([F:19])[F:18])=[CH:10][C:9]2[NH:21][C:22](=[O:38])[CH2:23][C:24]([C:25]3[CH:30]=[CH:29][CH:28]=[C:27]([C:31]4[CH:36]=[CH:35][CH:34]=[CH:33][N:32]=4)[CH:26]=3)=[N:7][C:8]=2[CH:13]=1)[CH3:16]. Procedure: The title compound was prepared from {5-ethoxy-2-[3-oxo-3-(3-pyridin-2-yl-phenyl)-propionylamino]-4-trifluoromethyl-phenyl}-carbamic acid tert-butyl ester (Example M39) (198 mg, 0.36 mmol) by treatment with TFA in CH2Cl2 according to the general procedure N. Obtained as an off-white solid (138 mg). Starting materials: ClCCl, CC(C)(N)CO, O=C(Cl)c1ccc(OCc2ccccc2)cc1. Yields the product CC1(C)COC(c2ccc(OCc3ccccc3)cc2)=N1. As a reaction SMILES: [Cl:24][CH2:25][Cl:26].[NH2:1][C:2]([CH2:3][OH:4])([CH3:5])[CH3:6].[c:7]1([CH2:13][O:14][c:15]2[cH:16][cH:17][c:18]([C:19]([Cl:20])=[O:21])[cH:22][cH:23]2)[cH:8][cH:9][cH:10][cH:11][cH:12]1>>[N:1]1=[C:19]([c:18]2[cH:17][cH:16][c:15]([O:14][CH2:13][c:7]3[cH:8][cH:9][cH:10][cH:11][cH:12]3)[cH:23][cH:22]2)[O:4][CH2:3][C:2]1([CH3:5])[CH3:6]. Starting materials: CC(C)N, CCO, c1ccc2c3c(ccc2c1)C1OC1CO3, C1=Cc2ccc3ccccc3c2OC1. Yields the product CC(C)NC1c2ccc3ccccc3c2OCC1O. RXN SMILES: [CH3:30][CH:31]([CH3:32])[NH2:33].[CH3:34][CH2:35][OH:36].[O:15]1[CH:16]2[CH:17]1[c:18]1[c:19]([c:22]3[cH:23][cH:24][cH:25][cH:26][c:27]3[cH:28][cH:29]1)[O:20][CH2:21]2.[O:1]1[CH2:2][CH:3]=[CH:4][c:5]2[cH:6][cH:7][c:8]3[c:9]([c:10]21)[cH:11][cH:12][cH:13][cH:14]3>>[OH:15][CH:16]1[CH:17]([NH:33][CH:31]([CH3:30])[CH3:32])[c:18]2[c:19]([c:22]3[cH:23][cH:24][cH:25][cH:26][c:27]3[cH:28][cH:29]2)[O:20][CH2:21]1. Run in C(C)#N (Acetonitrile). Starting materials: NC(NCCC[C@@H](NC(C(C1=CC=CC=C1)C1=CC=CC=C1)=O)C(=O)O)=N[N+](=O)[O-] ((R)-N5 -[amino[nitroimino)methyl]-N2 -(diphenylacetyl)-ornithine), NC(=O)CCC1=CC=C(C=C1)CN (4-[2-(aminocarbonyl)ethyl]benzenemethanamine), CN(C)C(=[N+](C)C)ON1C2=C(C=CC=C2)N=N1.[B-](F)(F)(F)F (TBTU). Product: NC(=O)CCC1=CC=C(C=C1)CNC([C@H](NC(C(C1=CC=CC=C1)C1=CC=CC=C1)=O)CCCNC(=N[N+](=O)[O-])N)=O ((R)-N-[[4-[2-(Aminocarbonyl)ethyl]phenyl]methyl]-N5 -[amino(nitroimino)methyl]-N2 -(diphenylacetyl)-ornithinamide). Procedure details: Prepared analogously to Example 4b) from (R)-N5 -[amino[nitroimino)methyl]-N2 -(diphenylacetyl)-ornithine, 4-[2-(aminocarbonyl)ethyl]benzenemethanamine and TBTU in a yield of 60% of theory. Colourless crystals, Mp. 139-140° C. (Acetonitrile). As a reaction SMILES: [NH2:1][C:2](=[N:27][N+:28]([O-:30])=[O:29])[NH:3][CH2:4][CH2:5][CH2:6][C@H:7]([C:24](O)=[O:25])[NH:8][C:9](=[O:23])[CH:10]([C:17]1[CH:22]=[CH:21][CH:20]=[CH:19][CH:18]=1)[C:11]1[CH:16]=[CH:15][CH:14]=[CH:13][CH:12]=1.[NH2:31][C:32]([CH2:34][CH2:35][C:36]1[CH:41]=[CH:40][C:39]([CH2:42][NH2:43])=[CH:38][CH:37]=1)=[O:33].CN(C(ON1N=NC2C=CC=CC1=2)=[N+](C)C)C.[B-](F)(F)(F)F>C(#N)C>[NH2:31][C:32]([CH2:34][CH2:35][C:36]1[CH:41]=[CH:40][C:39]([CH2:42][NH:43][C:24](=[O:25])[C@@H:7]([CH2:6][CH2:5][CH2:4][NH:3][C:2]([NH2:1])=[N:27][N+:28]([O-:30])=[O:29])[NH:8][C:9](=[O:23])[CH:10]([C:11]2[CH:16]=[CH:15][CH:14]=[CH:13][CH:12]=2)[C:17]2[CH:22]=[CH:21][CH:20]=[CH:19][CH:18]=2)=[CH:38][CH:37]=1)=[O:33] |f:2.3|. Isolated yield 60.0%.